Dataset: the Open Reaction Database (ORD), a public repository of structured organic reaction records. Task: describe an organic reaction: reactants, conditions, products, and yield The reactants are CCOc1cc(C#N)ccc1CBr, O=C([O-])[O-], [K+], [K+], O, O=C1c2ccccc2C(=O)N1O. The product is CCOc1cc(C#N)ccc1CON1C(=O)c2ccccc2C1=O. RXN SMILES: [C:1](#[N:2])[c:3]1[cH:4][c:5]([O:11][CH2:12][CH3:13])[c:6]([CH2:9][Br:10])[cH:7][cH:8]1.[C:26](=[O:27])([O-:28])[O-:29].[K+:30].[K+:31].[OH2:32].[OH:14][N:15]1[C:16](=[O:25])[c:17]2[c:18]([cH:21][cH:22][cH:23][cH:24]2)[C:19]1=[O:20]>>[C:1](#[N:2])[c:3]1[cH:4][c:5]([O:11][CH2:12][CH3:13])[c:6]([CH2:9][O:14][N:15]2[C:16](=[O:25])[c:17]3[c:18]([cH:21][cH:22][cH:23][cH:24]3)[C:19]2=[O:20])[cH:7][cH:8]1. Starting materials: C1CCOC1, O=C1c2ccccc2C(=O)N1Cc1cc(Cl)ccc1O, Cc1cc(CO)on1, c1ccc(P(c2ccccc2)c2ccccc2)cc1. Product: Cc1cc(COc2ccc(Cl)cc2CN2C(=O)c3ccccc3C2=O)on1. Reaction SMILES: [CH2:48]1[O:49][CH2:50][CH2:51][CH2:52]1.[Cl:1][c:2]1[cH:3][cH:4][c:5]([OH:20])[c:6]([CH2:7][N:8]2[C:9](=[O:18])[c:10]3[cH:11][cH:12][cH:13][cH:14][c:15]3[C:16]2=[O:17])[cH:19]1.[OH:21][CH2:22][c:23]1[cH:24][c:25]([CH3:28])[n:26][o:27]1.[c:29]1([P:30]([c:31]2[cH:32][cH:33][cH:34][cH:35][cH:36]2)[c:37]2[cH:38][cH:39][cH:40][cH:41][cH:42]2)[cH:43][cH:44][cH:45][cH:46][cH:47]1>>[Cl:1][c:2]1[cH:3][cH:4][c:5]([O:20][CH2:22][c:23]2[cH:24][c:25]([CH3:28])[n:26][o:27]2)[c:6]([CH2:7][N:8]2[C:9](=[O:18])[c:10]3[cH:11][cH:12][cH:13][cH:14][c:15]3[C:16]2=[O:17])[cH:19]1. Reactants: C(CCl)Cl (EDC), FC1=CC(=C(C=C1)NC=1C2=C(N=CN1)SC(=C2C)C(=O)O)O[C@@H]2CC[C@H](CC2)O (4-[4-fluoro-2-(trans-4-hydroxycyclohexyloxy)-phenylamino]-5-methyl-thieno[2,3-d]pyrimidine-6-carboxylic acid), ON1C(CCC1=O)=O (N-Hydroxysuccinimide), CN(C)C=O (DMF). The solvent is CCOC(=O)C (EtOAc). Conditions: time 8 hour. Product: CN(CCCNC(=O)C1=C(C2=C(N=CN=C2NC2=C(C=C(C=C2)F)O[C@@H]2CC[C@H](CC2)O)S1)C)C (4-[4-Fluoro-2-(trans-4-hydroxy-cyclohexyloxy)-phenylamino]-5-methyl-thieno[2,3-d]pyrimidine-6-carboxylic acid (3-dimethylamino-propyl)-amide). Reaction SMILES: C(Cl)CCl.[F:5][C:6]1[CH:11]=[CH:10][C:9]([NH:12][C:13]2[C:14]3[C:21]([CH3:22])=[C:20]([C:23](O)=[O:24])[S:19][C:15]=3[N:16]=[CH:17][N:18]=2)=[C:8]([O:26][C@H:27]2[CH2:32][CH2:31][C@H:30]([OH:33])[CH2:29][CH2:28]2)[CH:7]=1.O[N:35]1C(=O)C[CH2:37][C:36]1=O.[CH3:42][N:43]([CH:45]=O)[CH3:44]>CCOC(C)=O>[CH3:42][N:43]([CH3:44])[CH2:45][CH2:37][CH2:36][NH:35][C:23]([C:20]1[S:19][C:15]2[N:16]=[CH:17][N:18]=[C:13]([NH:12][C:9]3[CH:10]=[CH:11][C:6]([F:5])=[CH:7][C:8]=3[O:26][C@H:27]3[CH2:28][CH2:29][C@H:30]([OH:33])[CH2:31][CH2:32]3)[C:14]=2[C:21]=1[CH3:22])=[O:24]. Procedure details: 0.072 g EDC were added to a mixture of 0.13 g 4-[4-fluoro-2-(trans-4-hydroxycyclohexyloxy)-phenylamino]-5-methyl-thieno[2,3-d]pyrimidine-6-carboxylic acid and 0.054 g N-Hydroxysuccinimide in DMF (2 ml). The reaction mixture was stirred at rt overnight then diluted with EtOAc and washed with water and brine (2×). The organic phase was passed through a hydrophobic frit and evaporated. The residue was treated with 2 ml DMF and 213 μl 3-dimethylaminopropylamine were added. The mixture was stirred at...